From a dataset of the Open Reaction Database (ORD), a public repository of structured organic reaction records. describe an organic reaction: reactants, conditions, products, and yield Starting materials: BrB(Br)Br, ClCCl, Cl, COc1ccccc1-c1cc(-c2ccccc2C)c(C(=O)N(C)Cc2cc(C(F)(F)F)cc(C(F)(F)F)c2)cn1, [Na+], [OH-], O. Yields the product Cc1ccccc1-c1cc(-c2ccccc2O)ncc1C(=O)N(C)Cc1cc(C(F)(F)F)cc(C(F)(F)F)c1. RXN SMILES: [B:41]([Br:42])([Br:43])[Br:44].[Cl:48][CH2:49][Cl:50].[ClH:45].[F:1][C:2]([c:3]1[cH:4][c:5]([CH2:6][N:7]([C:8]([c:9]2[cH:10][n:11][c:12](-[c:22]3[c:23]([O:28][CH3:29])[cH:24][cH:25][cH:26][cH:27]3)[cH:13][c:14]2-[c:15]2[c:16]([CH3:21])[cH:17][cH:18][cH:19][cH:20]2)=[O:30])[CH3:31])[cH:32][c:33]([C:35]([F:36])([F:37])[F:38])[cH:34]1)([F:39])[F:40].[Na+:47].[OH-:46].[OH2:51]>>[F:1][C:2]([c:3]1[cH:4][c:5]([CH2:6][N:7]([C:8]([c:9]2[cH:10][n:11][c:12](-[c:22]3[c:23]([OH:28])[cH:24][cH:25][cH:26][cH:27]3)[cH:13][c:14]2-[c:15]2[c:16]([CH3:21])[cH:17][cH:18][cH:19][cH:20]2)=[O:30])[CH3:31])[cH:32][c:33]([C:35]([F:36])([F:37])[F:38])[cH:34]1)([F:39])[F:40]. Reactants: O1CCCC1 (tetrahydrofuran), [BH4-].[Na+] (sodium borohydride), CO (methanol), COC(=O)C1CN(C(C1)=O)C1=CC=C(C=C1)C(=O)N1CCN(CC1)C1=C(C=C(C=C1)C)C (1-{4-[4-(2,4-dimethylphenyl)piperazine-carbonyl]phenyl}-5-oxopyrrolidine-3-carboxylic acid methyl ester). Run in O (water). Reaction conditions: time 1 hour. Yields the product CC1=C(C=CC(=C1)C)N1CCN(CC1)C(=O)C1=CC=C(C=C1)N1C(CC(C1)CO)=O (1-{4-[4-(2,4-dimethylphenyl)piperazine-1-carbonyl]phenyl}-4-hydroxymethylpyrrolidin-2-one). Isolated yield 87.1%. As a reaction SMILES: C[O:2][C:3]([CH:5]1[CH2:9][C:8](=[O:10])[N:7]([C:11]2[CH:16]=[CH:15][C:14]([C:17]([N:19]3[CH2:24][CH2:23][N:22]([C:25]4[CH:30]=[CH:29][C:28]([CH3:31])=[CH:27][C:26]=4[CH3:32])[CH2:21][CH2:20]3)=[O:18])=[CH:13][CH:12]=2)[CH2:6]1)=O.O1CCCC1.[BH4-].[Na+].CO>O>[CH3:32][C:26]1[CH:27]=[C:28]([CH3:31])[CH:29]=[CH:30][C:25]=1[N:22]1[CH2:23][CH2:24][N:19]([C:17]([C:14]2[CH:15]=[CH:16][C:11]([N:7]3[CH2:6][CH:5]([CH2:3][OH:2])[CH2:9][C:8]3=[O:10])=[CH:12][CH:13]=2)=[O:18])[CH2:20][CH2:21]1 |f:2.3|. Procedure details: To 1-{4-[4-(2,4-dimethylphenyl)piperazine-carbonyl]phenyl}-5-oxopyrrolidine-3-carboxylic acid methyl ester (1.3 g) described in Example 337 were added tetrahydrofuran (5 mL) and sodium borohydride (124 mg), methanol (0.9 mL) was added with heating under reflux, and the mixture was stirred for 1 hr. The reaction mixture was cooled, water was added, and the mixture was extracted with ethyl acetate. The organic layer was washed with saturated brine, and the solvent was evaporated. The obtained resi... Reaction SMILES: [N:1]([C:4]1[N:13]=[CH:12][CH:11]=[C:10]2[C:5]=1[CH:6]=[CH:7][CH:8]=[N:9]2)=[N+]=[N-].Cl.[OH-].[Na+]>CO.CCOC(C)=O>[N:9]1[C:10]2[CH:11]=[CH:12][N:13]=[C:4]([NH2:1])[C:5]=2[CH:6]=[CH:7][CH:8]=1 |f:2.3|. The reactants are Cl (hydrochloric acid), [OH-].[Na+] (Sodium hydroxide), N(=[N+]=[N-])C1=C2C=CC=NC2=CC=N1 (5-azido-1,6-naphthyridine), Stannous chloride dihydrate. Reported procedure: To a suspension of 5-azido-1,6-naphthyridine (3.4 g, 19.9 mmol) in methanol (40 mL) was added hydrochloric acid (30 mL). Stannous chloride dihydrate (22.5 g, 99.5 mmol) was added. The mixture was stirred at 75° C. for 3.5 h. A yellow precipitate formed. The mixture was filtered to give a yellow solid. The solid was suspended in EtOAc (200 mL). Sodium hydroxide (saturated aqueous solution) was added to adjust pH to 9. A white precipitate formed. The mixture was filtered and the filtrate was extra... Isolated yield 69.2%. Reaction conditions: temperature 75 celsius, time 3.5 hour. The product is N1=CC=CC=2C(=NC=CC12)N (1,6-Naphthyridin-5-amine). The solvent is CO (methanol), CCOC(=O)C (EtOAc). Starting materials: C1(CCCC1)CC(=O)Cl (cyclopentylacetyl chloride), NC1=C(C=CC(=C1)S(=O)(=O)C(C)C)NCC1CC1 (2-Amino-1-(N-cyclopropylmethylamino)-4-(isopropylsulfonyl)benzene). Yields the product C1(CCCC1)CC1=NC2=C(N1CC1CC1)C=CC(=C2)S(=O)(=O)C(C)C (2-(Cyclopentylmethyl)-1-(cyclopropylmethyl)-5-(isopropylsulfonyl)-1H-benzimidazole). Reaction SMILES: [CH:1]1([CH2:6][C:7](Cl)=O)[CH2:5][CH2:4][CH2:3][CH2:2]1.[NH2:10][C:11]1[CH:16]=[C:15]([S:17]([CH:20]([CH3:22])[CH3:21])(=[O:19])=[O:18])[CH:14]=[CH:13][C:12]=1[NH:23][CH2:24][CH:25]1[CH2:27][CH2:26]1>>[CH:1]1([CH2:6][C:7]2[N:23]([CH2:24][CH:25]3[CH2:27][CH2:26]3)[C:12]3[CH:13]=[CH:14][C:15]([S:17]([CH:20]([CH3:22])[CH3:21])(=[O:19])=[O:18])=[CH:16][C:11]=3[N:10]=2)[CH2:5][CH2:4][CH2:3][CH2:2]1. Reported procedure: The title compound was prepared according to the procedure described in Step C of Example 5 from cyclopentylacetyl chloride (Step B) and 2-amino-1-(N-cyclopropylmethylamino)-4-(isopropylsulfonyl)benzene (Step E of Example 1).